From a dataset of the Open Reaction Database (ORD), a public repository of structured organic reaction records. describe an organic reaction: reactants, conditions, products, and yield Reactants: C(O)([O-])=O.[Na+] (sodium hydrogen carbonate), NC1=C(C(=O)NC2=C(C=C(C(=O)N(C3=C(C=C(C=C3)C)OCCCCCC(=O)N3CCN(CC3)C)C)C=C2)OC)C=CC=C1N (4-(2,3-diaminobenzoyl)amino-3-methoxy-N-methyl-N-[4-methyl-2-[5-(4-methylpiperazin-1-yl)carbonylpent-1-yloxy]phenyl]benzamide), C(#N)N=C(N)N (dicyandiamide), Cl (hydrochloric acid). The solvent is O (water). Product: N(C(=N)N)C=1NC2=C(N1)C=CC=C2C(=O)NC2=C(C=C(C(=O)N(C1=C(C=C(C=C1)C)OCCCCCC(=O)N1CCN(CC1)C)C)C=C2)OC (4-[2-guanidinobenzimidazol-4-yl]carbonylamino-3-methoxy-N-methyl-N-[4-methyl-2-[5-(4-methylpiperazin-1-yl)carbonylpent-1-yloxy]phenyl]benzamide). Isolated yield 45.1%. RXN SMILES: [NH2:1][C:2]1[C:44]([NH2:45])=[CH:43][CH:42]=[CH:41][C:3]=1[C:4]([NH:6][C:7]1[CH:38]=[CH:37][C:10]([C:11]([N:13]([CH3:36])[C:14]2[CH:19]=[CH:18][C:17]([CH3:20])=[CH:16][C:15]=2[O:21][CH2:22][CH2:23][CH2:24][CH2:25][CH2:26][C:27]([N:29]2[CH2:34][CH2:33][N:32]([CH3:35])[CH2:31][CH2:30]2)=[O:28])=[O:12])=[CH:9][C:8]=1[O:39][CH3:40])=[O:5].Cl.[C:47]([N:49]=[C:50]([NH2:52])[NH2:51])#N.C(=O)([O-])O.[Na+]>O>[NH:49]([C:47]1[NH:1][C:2]2[C:3]([C:4]([NH:6][C:7]3[CH:38]=[CH:37][C:10]([C:11]([N:13]([CH3:36])[C:14]4[CH:19]=[CH:18][C:17]([CH3:20])=[CH:16][C:15]=4[O:21][CH2:22][CH2:23][CH2:24][CH2:25][CH2:26][C:27]([N:29]4[CH2:34][CH2:33][N:32]([CH3:35])[CH2:31][CH2:30]4)=[O:28])=[O:12])=[CH:9][C:8]=3[O:39][CH3:40])=[O:5])=[CH:41][CH:42]=[CH:43][C:44]=2[N:45]=1)[C:50]([NH2:52])=[NH:51] |f:3.4|. Procedure details: To a suspension of 4-(2,3-diaminobenzoyl)amino-3-methoxy-N-methyl-N-[4-methyl-2-[5-(4-methylpiperazin-1-yl)carbonylpent-1-yloxy]phenyl]benzamide (200 mg) in water (5 ml) was added 1N hydrochloric acid (1.3 ml) and then dicyandiamide (545 mg) was added to the stirred reaction mixture. The solution was heated under reflux for 24 hours. After cooling, aqueous sodium hydrogen carbonate was added to the mixture and extracted with ethyl acetate. The extract was washed with brine and dried over sodium ...